This data is from the Open Reaction Database (ORD), a public repository of structured organic reaction records. The task is: describe an organic reaction: reactants, conditions, products, and yield The reactants are COc1sc(Br)cc1Br, C1CCOC1, [Li]CCCC, CI, N#N. Product: COc1sc(C)cc1Br. RXN SMILES: [Br:6][c:7]1[c:8]([O:13][CH3:14])[s:9][c:10]([Br:12])[cH:11]1.[CH2:19]1[O:20][CH2:21][CH2:22][CH2:23]1.[CH2:1]([Li:2])[CH2:3][CH2:4][CH3:5].[CH3:17][I:18].[N:15]#[N:16]>>[CH3:1][c:10]1[s:9][c:8]([O:13][CH3:14])[c:7]([Br:6])[cH:11]1. Run in C(Cl)Cl (DCM). As a reaction SMILES: [CH:1]([O:4][C:5]([N:7]1[CH2:12][CH2:11][CH:10]([O:13][N:14]=[C:15]2[CH2:20][CH2:19][N:18]([C:21]3[CH:26]=[C:25]([F:27])[C:24]([CH2:28][OH:29])=[CH:23][C:22]=3[F:30])[CH2:17][CH2:16]2)[CH2:9][CH2:8]1)=[O:6])([CH3:3])[CH3:2].[C:31]([NH:38][C@H:39]([C:43](O)=[O:44])[CH:40]([CH3:42])[CH3:41])([O:33][C:34]([CH3:37])([CH3:36])[CH3:35])=[O:32].C(Cl)CCl>CN(C1C=CN=CC=1)C.C(Cl)Cl>[CH:1]([O:4][C:5]([N:7]1[CH2:12][CH2:11][CH:10]([O:13][N:14]=[C:15]2[CH2:16][CH2:17][N:18]([C:21]3[CH:26]=[C:25]([F:27])[C:24]([CH2:28][O:29][C:43](=[O:44])[C@@H:39]([NH:38][C:31]([O:33][C:34]([CH3:35])([CH3:37])[CH3:36])=[O:32])[CH:40]([CH3:42])[CH3:41])=[CH:23][C:22]=3[F:30])[CH2:19][CH2:20]2)[CH2:9][CH2:8]1)=[O:6])([CH3:3])[CH3:2]. Reagents/catalysts: CN(C)C=1C=CN=CC1 (DMAP). Procedure details: 10-1 (0.5 g, 1.19 mmol), Boc-L-valine (0.27 g, 1.28 mmol), DMAP (36 mg) and EDC(0.27 g) were combined in 10 mL of DCM and stirred at room temperature for 18 h. The mixture was concentrated and purified by flash LC(eluent: 0 to 40% EtOAc in hexane with 0.1% of triethylamine) to afford 42-1 as a colorless oil: LC-MS 525.2 (MH-Boc), tR=10.38 (Method 2). EC50: 928 nM. Reactants: C(C)(C)OC(=O)N1CCC(CC1)ON=C1CCN(CC1)C1=C(C=C(C(=C1)F)CO)F (4-[1-(2,5-Difluoro-4-hydroxymethyl-phenyl)-piperidin-4-ylideneaminooxy]-piperidine-1-carboxylic acid isopropyl ester), C(=O)(OC(C)(C)C)N[C@@H](C(C)C)C(=O)O (Boc-L-valine), C(CCl)Cl (EDC). Reaction conditions: time 18 hour. Yields the product C(C)(C)OC(=O)N1CCC(CC1)ON=C1CCN(CC1)C1=C(C=C(C(=C1)F)COC([C@H](C(C)C)NC(=O)OC(C)(C)C)=O)F (4-{1-[4-((S)-2-tert-Butoxycarbonylamino-3-methyl-butyryloxymethyl)-2,5-difluoro-phenyl]-piperidin-4-ylideneaminooxy}-piperidine-1-carboxylic acid isopropyl ester). The reactants are ClCCl, COC(=O)c1cccc(SCCSS(C)(=O)=O)c1C, Cl[Sn](Cl)(Cl)Cl. Product: COC(=O)c1ccc2c(c1C)SCCS2. As a reaction SMILES: [CH2:25]([Cl:26])[Cl:27].[CH3:1][S:2](=[O:3])(=[O:4])[S:5][CH2:6][CH2:7][S:8][c:9]1[c:10]([CH3:19])[c:11]([C:12](=[O:13])[O:14][CH3:15])[cH:16][cH:17][cH:18]1.[Sn:20]([Cl:21])([Cl:22])([Cl:23])[Cl:24]>>[S:5]1[CH2:6][CH2:7][S:8][c:9]2[c:10]([CH3:19])[c:11]([C:12](=[O:13])[O:14][CH3:15])[cH:16][cH:17][c:18]21. The reactants are C(C)(C)(C)OC(=O)N1CCC(CC1)COC1=C2C(=NC(=NC2=CC=C1)N)N (4-(2,4-Diamino-quinazolin-5-yloxymethyl)-piperidine-1-carboxylic acid tert-butyl ester), Cl (HCl). Solvent: O1CCOCC1 (dioxane), O1CCOCC1 (dioxane). Reaction conditions: time 5 hour. Product: N1CCC(CC1)COC1=C2C(=NC(=NC2=CC=C1)N)N (5-(piperidin-4-ylmethoxy)quinazoline-2,4-diamine). Yield: 75.0%. As a reaction SMILES: C(OC([N:8]1[CH2:13][CH2:12][CH:11]([CH2:14][O:15][C:16]2[CH:25]=[CH:24][CH:23]=[C:22]3[C:17]=2[C:18]([NH2:27])=[N:19][C:20]([NH2:26])=[N:21]3)[CH2:10][CH2:9]1)=O)(C)(C)C.Cl>O1CCOCC1>[NH:8]1[CH2:13][CH2:12][CH:11]([CH2:14][O:15][C:16]2[CH:25]=[CH:24][CH:23]=[C:22]3[C:17]=2[C:18]([NH2:27])=[N:19][C:20]([NH2:26])=[N:21]3)[CH2:10][CH2:9]1. Procedure details: 4-(2,4-Diamino-quinazolin-5-yloxymethyl)-piperidine-1-carboxylic acid tert-butyl ester (16.4 g; 44.0 mmol) was suspended in 80 mL of dioxane and 4M HCl in dioxane (176 mL, 176 mmol) was added changing the mixture from homogenous to heterogenous. After 5 hrs of stirring at room temperature, solids were filtered off and rinsed once with ether. Solids were triturated with 1 N NaOH for 30 minutes. Solids were collected by filtration and dried to yield 5-(piperidin-4-ylmethoxy)quinazoline-2,4-diamine...